The task is: describe an organic reaction: reactants, conditions, products, and yield. This data is from the Open Reaction Database (ORD), a public repository of structured organic reaction records. Starting materials: Brc1ccc(CCOC2CCCCO2)c2ccccc12, [Li]CCCC, C1CCOC1, CCCCCC, CN(C)C=O. Yields the product O=Cc1ccc(CCOC2CCCCO2)c2ccccc12. Reaction SMILES: [Br:1][c:2]1[cH:3][cH:4][c:5]([CH2:12][CH2:13][O:14][CH:15]2[O:16][CH2:17][CH2:18][CH2:19][CH2:20]2)[c:6]2[cH:7][cH:8][cH:9][cH:10][c:11]12.[CH2:21]([Li:22])[CH2:23][CH2:24][CH3:25].[CH2:31]1[O:32][CH2:33][CH2:34][CH2:35]1.[CH3:36][CH2:37][CH2:38][CH2:39][CH2:40][CH3:41].[O:26]=[CH:27][N:28]([CH3:29])[CH3:30]>>[c:2]1([CH:27]=[O:26])[cH:3][cH:4][c:5]([CH2:12][CH2:13][O:14][CH:15]2[O:16][CH2:17][CH2:18][CH2:19][CH2:20]2)[c:6]2[cH:7][cH:8][cH:9][cH:10][c:11]12.